This data is from the Open Reaction Database (ORD), a public repository of structured organic reaction records. The task is: describe an organic reaction: reactants, conditions, products, and yield Starting materials: FC1=CC=C(C=C1)OC(N(C)[C@@H]1CNC[C@H]1C1=CC=C(C=C1)Cl)=O ([(3S,4R)-4-(4-chloro-phenyl)-pyrrolidin-3-yl]-methyl-carbamic acid 4-fluoro-phenyl ester), O[C@@H]1CC[C@H](CC1)C(=O)O (trans-4-hydroxycyclohexanecarboxylic acid). Yields the product FC1=CC=C(C=C1)OC(N(C)[C@@H]1CN(C[C@H]1C1=CC=C(C=C1)Cl)C(=O)C1CCC(CC1)O)=O ([(3S,4R)-4-(4-Chloro-phenyl)-1-(4-hydroxy-cyclohexanecarbonyl)-pyrrolidin-3-yl]-methyl-carbamic acid 4-fluoro-phenyl ester). Reaction SMILES: [F:1][C:2]1[CH:7]=[CH:6][C:5]([O:8][C:9](=[O:24])[N:10]([C@H:12]2[C@H:16]([C:17]3[CH:22]=[CH:21][C:20]([Cl:23])=[CH:19][CH:18]=3)[CH2:15][NH:14][CH2:13]2)[CH3:11])=[CH:4][CH:3]=1.[OH:25][C@H:26]1[CH2:31][CH2:30][C@H:29]([C:32](O)=[O:33])[CH2:28][CH2:27]1>>[F:1][C:2]1[CH:7]=[CH:6][C:5]([O:8][C:9](=[O:24])[N:10]([C@H:12]2[C@H:16]([C:17]3[CH:22]=[CH:21][C:20]([Cl:23])=[CH:19][CH:18]=3)[CH2:15][N:14]([C:32]([CH:29]3[CH2:30][CH2:31][CH:26]([OH:25])[CH2:27][CH2:28]3)=[O:33])[CH2:13]2)[CH3:11])=[CH:4][CH:3]=1. Procedure details: In analogy to the procedure described for the synthesis of example 44 (step c), the title compound [(3S,4R)-4-(4-Chloro-phenyl)-1-(4-hydroxy-cyclohexanecarbonyl)-pyrrolidin-3-yl]-methyl-carbamic acid 4-fluoro-phenyl ester was prepared from [(3S,4R)-4-(4-chloro-phenyl)-pyrrolidin-3-yl]-methyl-carbamic acid 4-fluoro-phenyl ester instead of rac-[(3S,4R)-4-(3,4-dichloro-phenyl)-pyrrolidin-3-yl]-methyl-carbamic acid 4-fluoro-phenyl ester using trans-4-hydroxycyclohexanecarboxylic acid instead of 1-me... Starting materials: FC1=CC2=C(N(C(S2)=O)CC#C)C=C1N1C(NC(=C(C1=O)C)C(F)(F)F)=O (3-[6-fluoro-2-oxo-3-(2-propinyl)-5-benzothiazolinyl]-5-methyl-6-trifluoromethyl-2,4(1H,3H)-pyrimidindion), COS(=O)(=O)OC (dimethylsulfate), C([O-])([O-])=O.[K+].[K+] (potassium carbonate), O (water). Solvent: C(C)#N (acetonitrile). The product is FC1=CC2=C(N(C(S2)=O)CC#C)C=C1N1C(N(C(=C(C1=O)C)C(F)(F)F)C)=O (3-[6-fluoro-2-oxo-3-(2-propinyl)-5-benzothiazolinyl]-1,5-dimethyl-6-trifluoromethyl-2,4(1H,3H)-pyrimidindion). Reaction SMILES: [F:1][C:2]1[C:14]([N:15]2[C:20](=[O:21])[C:19]([CH3:22])=[C:18]([C:23]([F:26])([F:25])[F:24])[NH:17][C:16]2=[O:27])=[CH:13][C:5]2[N:6]([CH2:10][C:11]#[CH:12])[C:7](=[O:9])[S:8][C:4]=2[CH:3]=1.[CH3:28]OS(OC)(=O)=O.C(=O)([O-])[O-].[K+].[K+].O>C(#N)C>[F:1][C:2]1[C:14]([N:15]2[C:20](=[O:21])[C:19]([CH3:22])=[C:18]([C:23]([F:24])([F:25])[F:26])[N:17]([CH3:28])[C:16]2=[O:27])=[CH:13][C:5]2[N:6]([CH2:10][C:11]#[CH:12])[C:7](=[O:9])[S:8][C:4]=2[CH:3]=1 |f:2.3.4|. Reported procedure: 29,6 g of 3-[6-fluoro-2-oxo-3-(2-propinyl)-5-benzothiazolinyl]-5-methyl-6-trifluoromethyl-2,4(1H,3H)-pyrimidindion in 200 ml acetonitrile is stirred with 9,25 g dimethylsulfate and 10,14 g potassium carbonate at 40° C. for 90 minutes. Thereafter, the reaction mixture is poured into 200 ml of water and extracted two times with 200 ml ethyl acetate each time. The organic phase is subsequently concentrated. The thus-obtained residue is purified by chromatography with 400 g silica gel using hexane:e... Yields the product O=C(Nc1cccc(Oc2ccc([N+](=O)[O-])cn2)c1)c1cccc(C(F)(F)F)c1. RXN SMILES: [C:31](=[O:32])([O-:33])[O-:34].[CH3:37][N:38]([CH3:39])[CH:40]=[O:41].[Cl:21][c:22]1[n:23][cH:24][c:25]([N+:28](=[O:29])[O-:30])[cH:26][cH:27]1.[K+:35].[K+:36].[OH:1][c:2]1[cH:3][c:4]([NH:8][C:9]([c:10]2[cH:11][c:12]([C:16]([F:17])([F:18])[F:19])[cH:13][cH:14][cH:15]2)=[O:20])[cH:5][cH:6][cH:7]1>>[O:1]([c:2]1[cH:3][c:4]([NH:8][C:9]([c:10]2[cH:11][c:12]([C:16]([F:17])([F:18])[F:19])[cH:13][cH:14][cH:15]2)=[O:20])[cH:5][cH:6][cH:7]1)[c:22]1[n:23][cH:24][c:25]([N+:28](=[O:29])[O-:30])[cH:26][cH:27]1. Starting materials: O=C([O-])[O-], CN(C)C=O, O=[N+]([O-])c1ccc(Cl)nc1, [K+], [K+], O=C(Nc1cccc(O)c1)c1cccc(C(F)(F)F)c1. Starting materials: [BH4-], CO, CN(C)CCC(=O)c1cccs1, Cl, [Na+], [Na+], [OH-], O. Product: CN(C)CCC(O)c1cccs1. As a reaction SMILES: [BH4-:17].[CH3:14][OH:15].[CH3:2][N:3]([CH2:4][CH2:5][C:6](=[O:7])[c:8]1[s:9][cH:10][cH:11][cH:12]1)[CH3:13].[ClH:1].[Na+:18].[Na+:20].[OH-:19].[OH2:16]>>[CH3:2][N:3]([CH2:4][CH2:5][CH:6]([OH:7])[c:8]1[s:9][cH:10][cH:11][cH:12]1)[CH3:13]. Reactants: CO, CC(C)N1CCN(Cc2ccc(N)cc2C(F)(F)F)CC1, O=C(O)Cc1c(Cl)cc(-n2cnc3cccnc32)cc1Cl. The product is CC(C)N1CCN(Cc2ccc(NC(=O)Cc3c(Cl)cc(-n4cnc5cccnc54)cc3Cl)cc2C(F)(F)F)CC1. As a reaction SMILES: [CH3:43][OH:44].[CH:22]([CH3:23])([CH3:24])[N:25]1[CH2:26][CH2:27][N:28]([CH2:31][c:32]2[c:33]([C:39]([F:40])([F:41])[F:42])[cH:34][c:35]([NH2:38])[cH:36][cH:37]2)[CH2:29][CH2:30]1.[Cl:1][c:2]1[c:3]([CH2:18][C:19](=[O:20])[OH:21])[c:4]([Cl:17])[cH:5][c:6](-[n:8]2[cH:9][n:10][c:11]3[c:12]2[n:13][cH:14][cH:15][cH:16]3)[cH:7]1>>[Cl:1][c:2]1[c:3]([CH2:18][C:19](=[O:20])[NH:38][c:35]2[cH:34][c:33]([C:39]([F:40])([F:41])[F:42])[c:32]([CH2:31][N:28]3[CH2:27][CH2:26][N:25]([CH:22]([CH3:23])[CH3:24])[CH2:30][CH2:29]3)[cH:37][cH:36]2)[c:4]([Cl:17])[cH:5][c:6](-[n:8]2[cH:9][n:10][c:11]3[c:12]2[n:13][cH:14][cH:15][cH:16]3)[cH:7]1.